This data is from the Open Reaction Database (ORD), a public repository of structured organic reaction records. The task is: describe an organic reaction: reactants, conditions, products, and yield The reactants are N1(C=NC=C1)C1=CC=C(OC2CCNCC2)C=C1 (4-(4-Imidazol-1-yl-phenoxy)-piperidine), C(C(C)C)=O (isobutyraldehyde), C(CCC)[Sn](CCCC)(Cl)Cl (dibutyltin dichloride), C1(=CC=CC=C1)[SiH3] (phenylsilane). Run in C1CCOC1 (THF). Run at time 16 hour. The product is C1(CCCC1)N1CCC(CC1)OC1=CC=C(C=C1)N1C=NC=C1 (1-Cyclopentyl-4-(4-imidazol-1-yl-phenoxy)-piperidine), solid. As a reaction SMILES: [N:1]1([C:6]2[CH:18]=[CH:17][C:9]([O:10][CH:11]3[CH2:16][CH2:15][NH:14][CH2:13][CH2:12]3)=[CH:8][CH:7]=2)[CH:5]=[CH:4][N:3]=[CH:2]1.C(=O)C(C)C.C([Sn](Cl)(Cl)CCCC)CCC.[C:35]1([SiH3])[CH:40]=[CH:39][CH:38]=[CH:37]C=1>C1COCC1>[CH:37]1([N:14]2[CH2:13][CH2:12][CH:11]([O:10][C:9]3[CH:8]=[CH:7][C:6]([N:1]4[CH:5]=[CH:4][N:3]=[CH:2]4)=[CH:18][CH:17]=3)[CH2:16][CH2:15]2)[CH2:38][CH2:39][CH2:40][CH2:35]1. Procedure: A solution of the product of Example 6 (130 mg), isobutyraldehyde (0.06 mL), and dibutyltin dichloride (3 mg) in THF (0.1 mL) was treated with phenylsilane (0.07 mL). After 16 h, the resulting mixture was chromatographed (0–8% 2M methanolic ammonia/DCM), giving the title compound as a waxy solid (57 mg). 1H NMR (400 MHz, CDCl3): 7.75 (t, J=1.2 Hz, 1H), 7.28 (d, J=9.0 Hz, 2H), 7.20 (t, J=1.2 Hz, 1H), 7.17 (t, J=1.2 Hz, 1H), 6.99 (d, J=9.0 Hz, 2H), 4.39–4.29 (m, 1H), 2.87–2.77 (br m, 1H), 2.57–2.4... Starting materials: ClC=1C=C(C(=O)O)C=C(N1)OC (2-chloro-6-methoxy-isonicotinic acid), C(CC=C)N (but-3-enylamine). The reagents and catalysts are [O-]S(=O)(=O)[O-].[Cu+2] (CuSO4). Solvent: C(CC(O)(C(=O)O)CC(=O)O)(=O)O (citric acid), O (H2O). Reaction conditions: temperature 140 celsius, time 36 hour. The product is C(CC=C)NC=1C=C(C(=O)O)C=C(N1)OC (2-But-3-enylamino-6-methoxy-isonicotinic acid). Reaction SMILES: Cl[C:2]1[CH:3]=[C:4]([CH:8]=[C:9]([O:11][CH3:12])[N:10]=1)[C:5]([OH:7])=[O:6].[CH2:13]([NH2:17])[CH2:14][CH:15]=[CH2:16]>O.C(O)(=O)CC(CC(O)=O)(C(O)=O)O.[O-]S([O-])(=O)=O.[Cu+2]>[CH2:13]([NH:17][C:2]1[CH:3]=[C:4]([CH:8]=[C:9]([O:11][CH3:12])[N:10]=1)[C:5]([OH:7])=[O:6])[CH2:14][CH:15]=[CH2:16] |f:4.5|. Reported procedure: A mixture of 1.0 g (5.3 mmol) 2-chloro-6-methoxy-isonicotinic acid, 4.4 g (53 mmol, 86% pure by NMR) but-3-enylamine and 85 mg (0.53 mmol) CuSO4 in 10 ml H2O is stirred in a pressurized reaction vessel for 36 h at 140° C. The reaction mixture is diluted with an 0.5 M aqueous citric acid and extracted two times with EtOAc. The combined extracts are washed with citric acid solution, water and brine, dried over Na2SO4, filtered and the solvent is evaporated. Chromatography on silica gel yields the ... Starting materials: Cl (hydrochloric acid), C(#N)C1=NC=CC(=C1)CC(C(=O)OCC)OC(C)C (ethyl 3-(2-cyano-4-pyridyl)-2-isopropoxypropanoate), [H][H] (hydrogen). Reagents/catalysts: [C].[Pd] (palladium-carbon). The solvent is C(C)O (ethanol). Product: Cl.NCC1=NC=CC(=C1)CC(C(=O)OCC)OC(C)C (ethyl 3-[2-(aminomethyl)-4-pyridyl]-2-isopropoxypropanoate hydrochloride). As a reaction SMILES: [C:1]([C:3]1[CH:8]=[C:7]([CH2:9][CH:10]([O:16][CH:17]([CH3:19])[CH3:18])[C:11]([O:13][CH2:14][CH3:15])=[O:12])[CH:6]=[CH:5][N:4]=1)#[N:2].[ClH:20].[H][H]>C(O)C.[C].[Pd]>[ClH:20].[NH2:2][CH2:1][C:3]1[CH:8]=[C:7]([CH2:9][CH:10]([O:16][CH:17]([CH3:18])[CH3:19])[C:11]([O:13][CH2:14][CH3:15])=[O:12])[CH:6]=[CH:5][N:4]=1 |f:4.5,6.7|. Procedure details: 1.0 g of ethyl 3-(2-cyano-4-pyridyl)-2-isopropoxypropanoate was dissolved in 70 mL ethanol, and 1.9 mL conc. hydrochloric acid and 0.9 g of 10% palladium-carbon were added thereto, and the mixture was stirred at room temperature for 2 hours in a hydrogen atmosphere. After the catalyst was filtered off and the solvent was evaporated, the reaction product was subjected to azeotropic distillation with ethyl acetate and toluene, to give 1.21 g of ethyl 3-[2-(aminomethyl)-4-pyridyl]-2-isopropoxypropa... The reactants are C(C)OC(CN1CCN(CC1)C(C1=CC=CC=C1)=O)=O ((4-Benzoylpiperazin-1-yl)acetic acid ethyl ester), Cl (Hydrochloric acid), [OH-].[Li+] (lithium hydroxide). The solvent is CO (methanol), O (water). Run at time 10 minute. The product is crude product, C(C1=CC=CC=C1)(=O)N1CCN(CC1)CC(=O)O ((4-benzoylpiperazin-1-yl)acetic acid). Yield: 116.9%. As a reaction SMILES: C([O:3][C:4](=[O:20])[CH2:5][N:6]1[CH2:11][CH2:10][N:9]([C:12](=[O:19])[C:13]2[CH:18]=[CH:17][CH:16]=[CH:15][CH:14]=2)[CH2:8][CH2:7]1)C.[OH-].[Li+].Cl>CO.O>[C:12]([N:9]1[CH2:8][CH2:7][N:6]([CH2:5][C:4]([OH:20])=[O:3])[CH2:11][CH2:10]1)(=[O:19])[C:13]1[CH:18]=[CH:17][CH:16]=[CH:15][CH:14]=1 |f:1.2|. Reported procedure: (4-Benzoylpiperazin-1-yl)acetic acid ethyl ester (8.19 g) was dissolved in methanol (300 ml) and water (50 ml), and then lithium hydroxide (1.34 g) was added thereto while cooling in an ice water bath, followed by stirring for 10 min. The reaction mixture was warmed to room temperature and then the mixture was stirred for 24 hrs. 1 N Hydrochloric acid (55.9 ml) was added to the reaction mixture, and the reaction mixture was concentrated under reduced pressure. Ethanol (200 ml) was added to the r... RXN SMILES: [C:35](=[O:36])([O-:37])[O-:38].[C:41](#[N:42])[c:43]1[c:44]([CH2:45][Br:46])[cH:47][cH:48][cH:49][cH:50]1.[CH2:1]([c:2]1[cH:3][cH:4][cH:5][cH:6][cH:7]1)[O:8][C:9]([NH:10][CH:11]1[CH2:12][CH:13]([c:17]2[n:18][c:19]3[c:20]([c:21](=[O:32])[n:22]([CH2:25][c:26]4[cH:27][cH:28][cH:29][cH:30][cH:31]4)[cH:23][cH:24]3)[nH:33]2)[CH2:14][CH2:15][CH2:16]1)=[O:34].[Cs+:39].[Cs+:40].[O:51]=[CH:52][N:53]([CH3:54])[CH3:55].[OH2:56]>>[CH2:1]([c:2]1[cH:3][cH:4][cH:5][cH:6][cH:7]1)[O:8][C:9]([NH:10][CH:11]1[CH2:12][CH:13]([c:17]2[n:18][c:19]3[c:20]([c:21](=[O:32])[n:22]([CH2:25][c:26]4[cH:27][cH:28][cH:29][cH:30][cH:31]4)[cH:23][cH:24]3)[n:33]2[CH2:45][c:44]2[c:43]([C:41]#[N:42])[cH:50][cH:49][cH:48][cH:47]2)[CH2:14][CH2:15][CH2:16]1)=[O:34]. Product: N#Cc1ccccc1Cn1c(C2CCCC(NC(=O)OCc3ccccc3)C2)nc2ccn(Cc3ccccc3)c(=O)c21. Starting materials: O=C([O-])[O-], N#Cc1ccccc1CBr, O=C(NC1CCCC(c2nc3ccn(Cc4ccccc4)c(=O)c3[nH]2)C1)OCc1ccccc1, [Cs+], [Cs+], CN(C)C=O, O. The reactants are FCc1cccc(Br)n1, C#CCCn1nc2ccc(F)cc2n1. Product: FCc1cccc(C#CCCn2nc3ccc(F)cc3n2)n1. Reaction SMILES: [Br:1][c:2]1[n:3][c:4]([CH2:8][F:9])[cH:5][cH:6][cH:7]1.[CH2:10]([CH2:11][C:12]#[CH:13])[n:14]1[n:15][c:16]2[c:17]([n:18]1)[cH:19][cH:20][c:21]([F:23])[cH:22]2>>[c:2]1([C:13]#[C:12][CH2:11][CH2:10][n:14]2[n:15][c:16]3[c:17]([n:18]2)[cH:19][cH:20][c:21]([F:23])[cH:22]3)[n:3][c:4]([CH2:8][F:9])[cH:5][cH:6][cH:7]1. Starting materials: O=C([O-])[O-], CCC(C)=O, Fc1cccc(CBr)c1, [K+], [K+], CNC(=O)C(C)Oc1ccc(O)cc1. The product is CNC(=O)C(C)Oc1ccc(OCc2cccc(F)c2)cc1. Reaction SMILES: [C:24](=[O:25])([O-:26])[O-:27].[CH3:30][C:31](=[O:32])[CH2:33][CH3:34].[F:15][c:16]1[cH:17][c:18]([CH2:19][Br:20])[cH:21][cH:22][cH:23]1.[K+:28].[K+:29].[OH:1][c:2]1[cH:3][cH:4][c:5]([O:6][CH:7]([C:8](=[O:9])[NH:10][CH3:11])[CH3:12])[cH:13][cH:14]1>>[O:1]([c:2]1[cH:3][cH:4][c:5]([O:6][CH:7]([C:8](=[O:9])[NH:10][CH3:11])[CH3:12])[cH:13][cH:14]1)[CH2:19][c:18]1[cH:17][c:16]([F:15])[cH:23][cH:22][cH:21]1. Reactants: CCCCCCC(=O)Cl, Nc1ccc(C(=O)CCC(=O)O)cc1. The product is CCCCCCC(=O)Nc1ccc(C(=O)CCC(=O)O)cc1. Reaction SMILES: [C:1]([CH2:2][CH2:3][CH2:4][CH2:5][CH2:6][CH3:7])(=[O:8])[Cl:9].[NH2:10][c:11]1[cH:12][cH:13][c:14]([C:17]([CH2:18][CH2:19][C:20](=[O:21])[OH:22])=[O:23])[cH:15][cH:16]1>>[C:1]([CH2:2][CH2:3][CH2:4][CH2:5][CH2:6][CH3:7])(=[O:8])[NH:10][c:11]1[cH:12][cH:13][c:14]([C:17]([CH2:18][CH2:19][C:20](=[O:21])[OH:22])=[O:23])[cH:15][cH:16]1. The reactants are [F-].[Cs+] (CsF), COC(NCC=1N=NN(C1)C1=CC(=C(C=C1)N1CCC(CC1)=O)F)=S ({1-[3-Fluoro-4-(4-oxo-piperidin-1-yl)-phenyl]-1H-[1,2,3]triazol-4-ylmethyl}-thiocarbamic acid O-methyl ester). Run in C(C)(=O)OCC (ethyl acetate), C(C)O (ethanol). Run at time 2 hour. Yields the product COC(NCC=1N=NN(C1)C1=CC(=C(C=C1)N1CCC(CC1)=C(C#N)C#N)F)=S ({1-[4-(4-Dicyanomethylene-piperidin-1-yl)-3-fluoro-phenyl]-1H-[1,2,3]triazol-4-ylmethyl}-thiocarbamic acid O-methyl ester), solid. Yield: 40.0%. Reaction SMILES: [F-].[Cs+].[CH3:3][O:4][C:5](=[S:27])[NH:6][CH2:7][C:8]1[N:9]=[N:10][N:11]([C:13]2[CH:18]=[CH:17][C:16]([N:19]3[CH2:24][CH2:23][C:22](=O)[CH2:21][CH2:20]3)=[C:15]([F:26])[CH:14]=2)[CH:12]=1>C(O)C.C(OCC)(=O)C>[CH3:3][O:4][C:5](=[S:27])[NH:6][CH2:7][C:8]1[N:9]=[N:10][N:11]([C:13]2[CH:18]=[CH:17][C:16]([N:19]3[CH2:24][CH2:23][C:22](=[C:8]([C:12]#[N:11])[C:7]#[N:6])[CH2:21][CH2:20]3)=[C:15]([F:26])[CH:14]=2)[CH:12]=1 |f:0.1|. Procedure details: To a stirred solution of malononitrilc (22 mg, 0.33 mmol) and CsF (42 mg, 0.28 mmol) in ethanol (5 ml) was added {1-[3-Fluoro-4-(4-oxo-piperidin-1-yl)-phenyl]-1H-[1,2,3]triazol-4-ylmethyl}-thiocarbamic acid O-methyl ester (100 mg, 0.28 mmol), obtained in Example 82. The reaction mixture was allowed to stir at room temperature for 2 h and then diluted with ethyl acetate (100 ml). The organic portion was washed with water followed by brine and dried over sodium sulfate. Removal of volatiles and pu...